This data is from the Open Reaction Database (ORD), a public repository of structured organic reaction records. The task is: describe an organic reaction: reactants, conditions, products, and yield Reactants: C(C)(C)(C)OC(=O)N1C(C=2N(CC1)C(=NC2)CC)CCC2=CC=C(C=C2)OC(F)(F)F (3-ethyl-8-[2-(4-trifluoromethoxy-phenyl)-ethyl]-5,6-dihydro-8H-imidazo[1,5-a]pyrazine-7-carboxylic acid tert-butyl ester), C(Cl)Cl.CO (DCM MeOH). Yields the product C(C)(C)(C)OC(=O)N1C(C=2N(CC1)C(=NC2Cl)CC)CCC2=CC=C(C=C2)OC(F)(F)F (1-chloro-3-ethyl-8-[2-(4-trifluoromethoxy-phenyl)-ethyl]-5,6-dihydro-8H-imidazo[1,5-a]pyrazine-7-carboxylic acid tert-butyl ester). RXN SMILES: [C:1]([O:5][C:6]([N:8]1[CH2:13][CH2:12][N:11]2[C:14]([CH2:17][CH3:18])=[N:15][CH:16]=[C:10]2[CH:9]1[CH2:19][CH2:20][C:21]1[CH:26]=[CH:25][C:24]([O:27][C:28]([F:31])([F:30])[F:29])=[CH:23][CH:22]=1)=[O:7])([CH3:4])([CH3:3])[CH3:2].C(Cl)[Cl:33].CO>>[C:1]([O:5][C:6]([N:8]1[CH2:13][CH2:12][N:11]2[C:14]([CH2:17][CH3:18])=[N:15][C:16]([Cl:33])=[C:10]2[CH:9]1[CH2:19][CH2:20][C:21]1[CH:22]=[CH:23][C:24]([O:27][C:28]([F:29])([F:30])[F:31])=[CH:25][CH:26]=1)=[O:7])([CH3:2])([CH3:3])[CH3:4] |f:1.2|. Reported procedure: Subsequent chlorination (70° C.; 4h30) of 3-ethyl-8-[2-(4-trifluoromethoxy-phenyl)-ethyl]-5,6-dihydro-8H-imidazo[1,5-a]pyrazine-7-carboxylic acid tert-butyl ester (1.200 g; 2.731 mmol), and purification by FC (DCM/MeOH=50/1) afforded 1-chloro-3-ethyl-8-[2-(4-trifluoromethoxy-phenyl)-ethyl]-5,6-dihydro-8H-imidazo[1,5-a]pyrazine-7-carboxylic acid tert-butyl ester as a yellow oil (0.810 g; 63%). LC-MS: tR=1.08 min.; [M+H]+=473.97 g/mol. Reactants: O=C(Nc1ncc(Cc2ccccc2Cl)s1)C(Br)c1ccccc1, CN, CN(C)C=O. The product is CNC(C(=O)Nc1ncc(Cc2ccccc2Cl)s1)c1ccccc1. RXN SMILES: [Br:1][CH:2]([C:3](=[O:4])[NH:5][c:6]1[s:7][c:8]([CH2:11][c:12]2[c:13]([Cl:18])[cH:14][cH:15][cH:16][cH:17]2)[cH:9][n:10]1)[c:19]1[cH:20][cH:21][cH:22][cH:23][cH:24]1.[CH3:25][NH2:26].[CH3:27][N:28]([CH3:29])[CH:30]=[O:31]>>[CH:2]([C:3](=[O:4])[NH:5][c:6]1[s:7][c:8]([CH2:11][c:12]2[c:13]([Cl:18])[cH:14][cH:15][cH:16][cH:17]2)[cH:9][n:10]1)([c:19]1[cH:20][cH:21][cH:22][cH:23][cH:24]1)[NH:26][CH3:25]. Reactants: COc1cc(C=O)cc(OC)c1OC, CC(=O)[O-], CCO, [NH4+], O=C(O)CC(=O)O. The product is COc1cc(C(N)CC(=O)O)cc(OC)c1OC. As a reaction SMILES: [CH3:1][O:2][c:3]1[cH:4][c:5]([CH:6]=[O:7])[cH:8][c:9]([O:13][CH3:14])[c:10]1[O:11][CH3:12].[CH3:23][C:24](=[O:25])[O-:26].[CH3:27][CH2:28][OH:29].[NH4+:22].[OH:15][C:16](=[O:17])[CH2:18][C:19](=[O:20])[OH:21]>>[CH3:1][O:2][c:3]1[cH:4][c:5]([CH:6]([CH2:18][C:16]([OH:15])=[O:17])[NH2:22])[cH:8][c:9]([O:13][CH3:14])[c:10]1[O:11][CH3:12]. The reactants are C(C1=CC=CC=C1)OC1=CC=C(C=C1)[C@@H]1C[C@@H](NC1=O)C(=O)O ((2R, 4S)-4-(4-benzyloxyphenyl)-5-oxo-pyrrolidine-2-carboxylic acid), CN1CCOCC1 (N-methyl morpholine), Cl.C[Si](CCON)(C)C (O-(2-trimethylsilylethyl) hydroxylamine hydrochloride), B([O-])([O-])F.B([O-])([O-])F.B([O-])([O-])F.B([O-])([O-])F.B([O-])([O-])F.B([O-])([O-])F.N1(N=NC2=C1C=CC=C2)O[P+](N(C)C)(N(C)C)N(C)C.N2(N=NC1=C2C=CC=C1)O[P+](N(C)C)(N(C)C)N(C)C.N1(N=NC2=C1C=CC=C2)O[P+](N(C)C)(N(C)C)N(C)C.N2(N=NC1=C2C=CC=C1)O[P+](N(C)C)(N(C)C)N(C)C.N1(N=NC2=C1C=CC=C2)O[P+](N(C)C)(N(C)C)N(C)C.N2(N=NC1=C2C=CC=C1)O[P+](N(C)C)(N(C)C)N(C)C.N1(N=NC2=C1C=CC=C2)O[P+](N(C)C)(N(C)C)N(C)C.N2(N=NC1=C2C=CC=C1)O[P+](N(C)C)(N(C)C)N(C)C.N1(N=NC2=C1C=CC=C2)O[P+](N(C)C)(N(C)C)N(C)C.N2(N=NC1=C2C=CC=C1)O[P+](N(C)C)(N(C)C)N(C)C.N1(N=NC2=C1C=CC=C2)O[P+](N(C)C)(N(C)C)N(C)C.N2(N=NC1=C2C=CC=C1)O[P+](N(C)C)(N(C)C)N(C)C ((benztriazol-1-yloxy)tris(dimethylamino)phosphonium hexafluoroborate). Solvent: C(Cl)Cl (CH2Cl2). Reaction conditions: time 6 hour. The product is C[Si](CCONC(=O)[C@@H]1NC([C@@H](C1)C1=CC=C(C=C1)OCC1=CC=CC=C1)=O)(C)C ((2R, 4S)-4-(4-Benzyloxyphenyl)-5-oxo-pyrrolidine-2-carboxylic acid (2-trimethylsilanylethoxy)amide). RXN SMILES: [CH2:1]([O:8][C:9]1[CH:14]=[CH:13][C:12]([C@H:15]2[C:19](=[O:20])[NH:18][C@@H:17]([C:21]([OH:23])=O)[CH2:16]2)=[CH:11][CH:10]=1)[C:2]1[CH:7]=[CH:6][CH:5]=[CH:4][CH:3]=1.CN1CC[O:28][CH2:27][CH2:26]1.Cl.[CH3:32][Si:33](C)([CH3:38])[CH2:34]CON.B(F)([O-])[O-].B(F)([O-])[O-].B(F)([O-])[O-].B(F)([O-])[O-].B(F)([O-])[O-].B(F)([O-])[O-].[N:64]1(O[P+](N(C)C)(N(C)C)N(C)C)C2C=CC=CC=2N=N1.N1(O[P+](N(C)C)(N(C)C)N(C)C)C2C=CC=CC=2N=N1.N1(O[P+](N(C)C)(N(C)C)N(C)C)C2C=CC=CC=2N=N1.N1(O[P+](N(C)C)(N(C)C)N(C)C)C2C=CC=CC=2N=N1.N1(O[P+](N(C)C)(N(C)C)N(C)C)C2C=CC=CC=2N=N1.N1(O[P+](N(C)C)(N(C)C)N(C)C)C2C=CC=CC=2N=N1.N1(O[P+](N(C)C)(N(C)C)N(C)C)C2C=CC=CC=2N=N1.N1(O[P+](N(C)C)(N(C)C)N(C)C)C2C=CC=CC=2N=N1.N1(O[P+](N(C)C)(N(C)C)N(C)C)C2C=CC=CC=2N=N1.N1(O[P+](N(C)C)(N(C)C)N(C)C)C2C=CC=CC=2N=N1.N1(O[P+](N(C)C)(N(C)C)N(C)C)C2C=CC=CC=2N=N1.N1(O[P+](N(C)C)(N(C)C)N(C)C)C2C=CC=CC=2N=N1>C(Cl)Cl>[CH3:32][Si:33]([CH3:38])([CH3:34])[CH2:26][CH2:27][O:28][NH:64][C:21]([C@H:17]1[CH2:16][C@@H:15]([C:12]2[CH:13]=[CH:14][C:9]([O:8][CH2:1][C:2]3[CH:3]=[CH:4][CH:5]=[CH:6][CH:7]=3)=[CH:10][CH:11]=2)[C:19](=[O:20])[NH:18]1)=[O:23] |f:2.3,4.5.6.7.8.9.10.11.12.13.14.15.16.17.18.19.20.21|. Reported procedure: To a solution of (2R, 4S)-4-(4-benzyloxyphenyl)-5-oxo-pyrrolidine-2-carboxylic acid (330 mg, 1.06 mmol), N-methyl morpholine (0.25 mL, 2.3 mmol) and O-(2-trimethylsilylethyl) hydroxylamine hydrochloride (220 mg, 1.30 mmol) in CH2Cl2 (20 mL) was added (benztriazol-1-yloxy)tris(dimethylamino)phosphonium hexafluoroborate (560 mg, 1.27 mmol). The reaction was stirred at room temperature for 6 hours. After dilution with CH2Cl2, the mixture was washed sequentially with aqueous 0.5M HCl solution, water... Reaction SMILES: [F:1][C:2]1[CH:7]=[CH:6][CH:5]=[C:4]([F:8])[C:3]=1[C:9]1[O:10][CH2:11][CH:12]([C:14]2[CH:19]=[CH:18][C:17](I)=[CH:16][CH:15]=2)[N:13]=1.[F:21]C1C=CC(B(O)O)=CC=1.[C:31](=[O:34])([O-])[O-].[K+].[K+].[C]=O>C1(OC)C=CC=CC=1.[Pd](Cl)Cl.C1(P(C2C=CC=CC=2)C2C=CC=CC=2)C=CC=CC=1.C1(P(C2C=CC=CC=2)C2C=CC=CC=2)C=CC=CC=1>[F:1][C:2]1[CH:7]=[CH:6][CH:5]=[C:4]([F:8])[C:3]=1[C:9]1[O:10][CH2:11][CH:12]([C:14]2([F:21])[CH:19]=[CH:18][C:17]([CH:31]=[O:34])=[CH:16][CH2:15]2)[N:13]=1 |f:2.3.4,7.8.9,^3:36|. Conditions: temperature 80 celsius. Reactants: FC1=C(C(=CC=C1)F)C=1OCC(N1)C1=CC=C(C=C1)I (2-(2,6-Difluorophenyl)-4,5-dihydro-4-(4-iodophenyl)oxazole), [C]=O (carbon monoxide), FC1=CC=C(C=C1)B(O)O (4-fluorophenyl boronic acid), C([O-])([O-])=O.[K+].[K+] (potassium carbonate). Isolated yield 276.6%. Reported procedure: The compound of Example 2 (0.5 g, 1.3 mmol) and 4-fluorophenyl boronic acid (0.27 g, 2 mmol) and potassium carbonate (fine mesh, 0.5 g, 0.4 mmol) were suspended in anisole (15 mL) and carbon monoxide was bubbled through the mixture for 5 min. Bis (triphenylphosphine) palladium chloride (0.03 g, 0.50 mmol) was added and the mixture was evacuated and carbon monoxide was released into the reaction by means of a balloon. The evacuation and carbon monoxide release was repeated and the reaction was he... The solvent is C1(=CC=CC=C1)OC (anisole). Reagents/catalysts: [Pd](Cl)Cl.C1(=CC=CC=C1)P(C1=CC=CC=C1)C1=CC=CC=C1.C1(=CC=CC=C1)P(C1=CC=CC=C1)C1=CC=CC=C1 (Bis (triphenylphosphine) palladium chloride). Product: FC1=C(C(=CC=C1)F)C=1OCC(N1)C1(CC=C(C=C1)C=O)F (4-[2-(2,6-Difluorophenyl)-4,5-dihydro-4-oxazolyl]-(4-fluorophenyl)methanone). Reactants: CC(=O)O, COC(=O)c1ccc(-c2ccc(O)cc2)cc1, O, O=[N+]([O-])O. Yields the product COC(=O)c1ccc(-c2ccc(O)c([N+](=O)[O-])c2)cc1. RXN SMILES: [CH3:23][C:24](=[O:25])[OH:26].[CH3:5][O:6][C:7](=[O:8])[c:9]1[cH:10][cH:11][c:12](-[c:15]2[cH:16][cH:17][c:18]([OH:21])[cH:19][cH:20]2)[cH:13][cH:14]1.[OH2:22].[OH:1][N+:2]([O-:3])=[O:4]>>[O-:1][N+:2](=[O:4])[c:17]1[cH:16][c:15](-[c:12]2[cH:11][cH:10][c:9]([C:7]([O:6][CH3:5])=[O:8])[cH:14][cH:13]2)[cH:20][cH:19][c:18]1[OH:21]. The reactants are Br[C@@H]1C(OC2=C([C@H]1O)C=C(C=C2)C#N)(CC)CC (trans-3-bromo-2,2-diethyl-3,4-dihydro-4-hydroxy-2H-1-benzopyran-6-carbonitrile), C([O-])([O-])=O.[K+].[K+] (potassium carbonate), O (water). The solvent is CN(C=O)C (N,N-dimethylformamide). Conditions: time 8 hour. Product: O1C2C(OC3=C(C21)C=C(C=C3)C#N)(CC)CC (3,4-epoxy-2,2-diethyl-3,4-dihydro-2H-1-benzopyran-6-carbonitrile). The yield is 81.2%. As a reaction SMILES: Br[C@H:2]1[C@H:7]([OH:8])[C:6]2[CH:9]=[C:10]([C:13]#[N:14])[CH:11]=[CH:12][C:5]=2[O:4][C:3]1([CH2:17][CH3:18])[CH2:15][CH3:16].C(=O)([O-])[O-].[K+].[K+].O>CN(C)C=O>[O:8]1[CH:7]2[CH:2]1[C:3]([CH2:17][CH3:18])([CH2:15][CH3:16])[O:4][C:5]1[CH:12]=[CH:11][C:10]([C:13]#[N:14])=[CH:9][C:6]=12 |f:1.2.3|. Reported procedure: A mixture of trans-3-bromo-2,2-diethyl-3,4-dihydro-4-hydroxy-2H-1-benzopyran-6-carbonitrile (1.95 g) and potassium carbonate (1.74 g) in N,N-dimethylformamide (8 ml) was stirred overnight at ambient temperature. The reaction mixture was poured into water, extracted with ethyl acetate, and then washed with water and brine successively. The extract was dried over anhydrous magnesium sulfate, treated with active charcoal, and evaporated in vacuo. The residue was purified with silica gel column chro... Reactants: ClC1=CC(=CC=C1)C(=O)OO (3-chloroperbenzoic acid), COC1=CC=C(C=C1)C=1N=C(NC1C1=CC=C(C=C1)OC)SC1=CC=NC=C1 (4,5-bis(4-methoxyphenyl)-2-(4-pyridylthio)imidazole). Solvent: ClCCl (dichloromethane), ClCCl (dichloromethane). Reaction conditions: time 3 hour. The product is COC1=CC=C(C=C1)C=1N=C(NC1C1=CC=C(C=C1)OC)S(=O)C1=CC=NC=C1 (4,5-bis(4-methoxyphenyl)-2-(4-pyridylsulfinyl)imidazole). Yield: 84.0%. RXN SMILES: ClC1C=CC=C(C(OO)=[O:9])C=1.[CH3:12][O:13][C:14]1[CH:19]=[CH:18][C:17]([C:20]2[N:21]=[C:22]([S:33][C:34]3[CH:39]=[CH:38][N:37]=[CH:36][CH:35]=3)[NH:23][C:24]=2[C:25]2[CH:30]=[CH:29][C:28]([O:31][CH3:32])=[CH:27][CH:26]=2)=[CH:16][CH:15]=1>ClCCl>[CH3:32][O:31][C:28]1[CH:27]=[CH:26][C:25]([C:24]2[N:23]=[C:22]([S:33]([C:34]3[CH:39]=[CH:38][N:37]=[CH:36][CH:35]=3)=[O:9])[NH:21][C:20]=2[C:17]2[CH:16]=[CH:15][C:14]([O:13][CH3:12])=[CH:19][CH:18]=2)=[CH:30][CH:29]=1. Reported procedure: A solution of 2.164 g of 3-chloroperbenzoic acid (80%) in 150 ml of dichloromethane is added dropwise to a solution of 3.90 g of 4,5-bis(4-methoxyphenyl)-2-(4-pyridylthio)imidazole in 100 ml of dichloromethane. The mixture is agitated for 3 hours at room temperature, the solution is washed with sodium bicarbonate solution, dried over sodium sulfate, and concentrated to dryness under vacuum. The residue is recrystallized from ethanol/ether, thus producing 3.41 g of 4,5-bis(4-methoxyphenyl)-2-(4-p... Procedure: The title compound was prepared by a similar procedure to that described in Example 68, starting from 1-(6-chloro-pyridazin-3-yl)-4-isopropyl-perhydro-1,4-diazepine and 4-aminophenylboronic acid, pinacol cyclic ester. 1H NMR (400 MHz, CDCl3) δ 7.82 (d, 2H), 7.53 (d, 1H), 6.76 (m, 3H), 3.86 (t, 2H), 3.77 (m, 4H), 2.93 (heptet, 1H), 2.81 (m, 2H), 2.58 (m, 2H), 1.95 (m, 2H), 1.00 (d, 6H). Starting materials: ClC1=CC=C(N=N1)N1CCN(CCC1)C(C)C (1-(6-chloro-pyridazin-3-yl)-4-isopropyl-perhydro-1,4-diazepine), NC1=CC=C(C=C1)B(O)O (4-aminophenylboronic acid), B1(OC(C(O1)(C)C)(C)C)C2=CC=C(C=C2)N (pinacol cyclic ester). Product: C(C)(C)N1CCN(CCC1)C1=CC=C(N=N1)C1=CC=C(C=C1)N (4-[6-(4-Isopropyl-perhydro-1,4-diazepin-1-yl)-pyridazin-3-yl]-phenylamine). Reaction SMILES: Cl[C:2]1[N:7]=[N:6][C:5]([N:8]2[CH2:14][CH2:13][CH2:12][N:11]([CH:15]([CH3:17])[CH3:16])[CH2:10][CH2:9]2)=[CH:4][CH:3]=1.[NH2:18][C:19]1[CH:24]=[CH:23][C:22](B(O)O)=[CH:21][CH:20]=1.B1(C2C=CC(N)=CC=2)OC(C)(C)C(C)(C)O1>>[CH:15]([N:11]1[CH2:12][CH2:13][CH2:14][N:8]([C:5]2[N:6]=[N:7][C:2]([C:22]3[CH:23]=[CH:24][C:19]([NH2:18])=[CH:20][CH:21]=3)=[CH:3][CH:4]=2)[CH2:9][CH2:10]1)([CH3:17])[CH3:16].